This data is from the Open Reaction Database (ORD), a public repository of structured organic reaction records. The task is: describe an organic reaction: reactants, conditions, products, and yield Reactants: FC(S(=O)(=O)OC1=CC2=C(CN(CCO2)C(=O)OC(C)(C)C)C=C1)(F)F (1,1-dimethylethyl 8-{[(trifluoromethyl)sulfonyl]oxy}-2,3-dihydro-1,4-benzoxazepine-4(5H)-carboxylate), CN(C)C=O (DMF). Reagents/catalysts: [C-]#N.[Zn+2].[C-]#N (zinc cyanide), C=1C=CC(=CC1)[P](C=2C=CC=CC2)(C=3C=CC=CC3)[Pd]([P](C=4C=CC=CC4)(C=5C=CC=CC5)C=6C=CC=CC6)([P](C=7C=CC=CC7)(C=8C=CC=CC8)C=9C=CC=CC9)[P](C=1C=CC=CC1)(C=1C=CC=CC1)C=1C=CC=CC1 (tetrakis(triphenylphosphine)palladium(0)). Solvent: CCOC(=O)C.O (EtOAc water). Conditions: temperature 80 celsius. Product: C(#N)C1=CC2=C(CN(CCO2)C(=O)OC(C)(C)C)C=C1 (1,1-Dimethylethyl 8-cyano-2,3-dihydro-1,4-benzoxazepine-4(5H)-carboxylate). RXN SMILES: FC(F)(F)S(O[C:7]1[CH:24]=[CH:23][C:10]2[CH2:11][N:12]([C:16]([O:18][C:19]([CH3:22])([CH3:21])[CH3:20])=[O:17])[CH2:13][CH2:14][O:15][C:9]=2[CH:8]=1)(=O)=O.[CH3:27][N:28](C=O)C>CCOC(C)=O.O.[C-]#N.[Zn+2].[C-]#N.C1C=CC([P]([Pd]([P](C2C=CC=CC=2)(C2C=CC=CC=2)C2C=CC=CC=2)([P](C2C=CC=CC=2)(C2C=CC=CC=2)C2C=CC=CC=2)[P](C2C=CC=CC=2)(C2C=CC=CC=2)C2C=CC=CC=2)(C2C=CC=CC=2)C2C=CC=CC=2)=CC=1>[C:27]([C:7]1[CH:24]=[CH:23][C:10]2[CH2:11][N:12]([C:16]([O:18][C:19]([CH3:22])([CH3:21])[CH3:20])=[O:17])[CH2:13][CH2:14][O:15][C:9]=2[CH:8]=1)#[N:28] |f:2.3,4.5.6,^1:47,49,68,87|. Procedure details: A mixture of 1,1-dimethylethyl 8-{[(trifluoromethyl)sulfonyl]oxy}-2,3-dihydro-1,4-benzoxazepine-4(5H)-carboxylate (Preparation 31) (0.397 g, 0.999 mmol), zinc cyanide (0.176 g, 1.499 mmol) and tetrakis(triphenylphosphine)palladium(0) (0.115 g, 0.100 mmol) in DMF (4 ml) was stirred and heated at 80° C. for 2 hours then cooled and diluted with EtOAc/water (40 ml of each) and the organic washed with 3×20 ml of water, dried (magnesium sulphate), evaporated and purified by flash chromatography elutin... Procedure: A suspension of 4-ethoxybenzaldehyde (20 g, 0.133 mol) and α-formylethylidenetriphenylphosphorane (46.6 g, 0.146 mol) in dried toluene (400 ml) was heated with stirring at reflux under an atmosphere of nitrogen for 40 h. The mixture was cooled, diethyl ether added and filtered through a pad of celite. The filtrate was evaporated and the residue taken up in diethyl e;her and the resulting suspension purified on flash silica eluting with hexane-diethyl ether (4:1). The resulting oil was crystallis... Starting materials: C(C)OC1=CC=C(C=O)C=C1 (4-ethoxybenzaldehyde), C(=O)C(C)=P(C1=CC=CC=C1)(C1=CC=CC=C1)C1=CC=CC=C1 (α-formylethylidenetriphenylphosphorane), C(C)OCC (diethyl ether). The product is C(C)OC1=CC=C(C=C1)C=C(C=O)C (3-(4-ethoxyphenyl)-2-methylpropenaldehyde). Solvent: C1(=CC=CC=C1)C (toluene). RXN SMILES: [CH2:1]([O:3][C:4]1[CH:11]=[CH:10][C:7]([CH:8]=O)=[CH:6][CH:5]=1)[CH3:2].[CH:12]([C:14](=P(C1C=CC=CC=1)(C1C=CC=CC=1)C1C=CC=CC=1)[CH3:15])=[O:13].C(OCC)C>C1(C)C=CC=CC=1>[CH2:1]([O:3][C:4]1[CH:11]=[CH:10][C:7]([CH:8]=[C:14]([CH3:15])[CH:12]=[O:13])=[CH:6][CH:5]=1)[CH3:2]. Product: CC(C)(C)OC(=O)N1CCC(C(N)=NO)C1. Starting materials: CC(C)(C)OC(=O)N1CCC(C#N)C1, CCO, NO. As a reaction SMILES: [C:1](#[N:2])[CH:3]1[CH2:4][N:5]([C:8](=[O:9])[O:10][C:11]([CH3:12])([CH3:13])[CH3:14])[CH2:6][CH2:7]1.[CH3:17][CH2:18][OH:19].[NH2:15][OH:16]>>[C:1]([NH2:2])([CH:3]1[CH2:4][N:5]([C:8](=[O:9])[O:10][C:11]([CH3:12])([CH3:13])[CH3:14])[CH2:6][CH2:7]1)=[N:15][OH:16].